From a dataset of the Open Reaction Database (ORD), a public repository of structured organic reaction records. describe an organic reaction: reactants, conditions, products, and yield Starting materials: C1CCOC1, CN, Cc1ccc(NC(=O)c2ccsc2)cc1-c1nc(S(C)=O)nc2c1CNC(=O)N2c1c(F)cccc1F. The product is CNc1nc(-c2cc(NC(=O)c3ccsc3)ccc2C)c2c(n1)N(c1c(F)cccc1F)C(=O)NC2. As a reaction SMILES: [CH2:40]1[O:41][CH2:42][CH2:43][CH2:44]1.[CH3:38][NH2:39].[F:1][c:2]1[c:3]([N:9]2[C:10](=[O:37])[NH:11][CH2:12][c:13]3[c:14]2[n:15][c:16]([S:34]([CH3:35])=[O:36])[n:17][c:18]3-[c:19]2[cH:20][c:21]([NH:26][C:27](=[O:28])[c:29]3[cH:30][s:31][cH:32][cH:33]3)[cH:22][cH:23][c:24]2[CH3:25])[c:4]([F:8])[cH:5][cH:6][cH:7]1>>[F:1][c:2]1[c:3]([N:9]2[C:10](=[O:37])[NH:11][CH2:12][c:13]3[c:14]2[n:15][c:16]([NH:39][CH3:38])[n:17][c:18]3-[c:19]2[cH:20][c:21]([NH:26][C:27](=[O:28])[c:29]3[cH:30][s:31][cH:32][cH:33]3)[cH:22][cH:23][c:24]2[CH3:25])[c:4]([F:8])[cH:5][cH:6][cH:7]1.